Dataset: the Open Reaction Database (ORD), a public repository of structured organic reaction records. Task: describe an organic reaction: reactants, conditions, products, and yield Starting materials: O=S(=O)(NCCc1ccccc1Br)c1ccccc1, O=C([O-])[O-], COCCOC, CC1(C)OB(c2ccc([N+](=O)[O-])c(C=O)c2)OC1(C)C, [Na+], [Na+]. Yields the product O=Cc1cc(-c2ccccc2CCNS(=O)(=O)c2ccccc2)ccc1[N+](=O)[O-]. As a reaction SMILES: [Br:21][c:22]1[c:23]([CH2:28][CH2:29][NH:30][S:31](=[O:32])(=[O:33])[c:34]2[cH:35][cH:36][cH:37][cH:38][cH:39]2)[cH:24][cH:25][cH:26][cH:27]1.[C:46](=[O:47])([O-:48])[O-:49].[CH3:40][O:41][CH2:42][CH2:43][O:44][CH3:45].[N+:1](=[O:2])([O-:3])[c:4]1[c:5]([CH:6]=[O:7])[cH:8][c:9]([B:12]2[O:13][C:14]([CH3:15])([CH3:16])[C:17]([CH3:18])([CH3:19])[O:20]2)[cH:10][cH:11]1.[Na+:50].[Na+:51]>>[N+:1](=[O:2])([O-:3])[c:4]1[c:5]([CH:6]=[O:7])[cH:8][c:9](-[c:22]2[c:23]([CH2:28][CH2:29][NH:30][S:31](=[O:32])(=[O:33])[c:34]3[cH:35][cH:36][cH:37][cH:38][cH:39]3)[cH:24][cH:25][cH:26][cH:27]2)[cH:10][cH:11]1. Starting materials: CC#N, Cl, Nc1ccc(-n2c(N)nc3ccccc32)cc1, N#CNc1ccccc1. The product is Cl, N=C(Nc1ccccc1)Nc1ccc(-n2c(N)nc3ccccc32)cc1. As a reaction SMILES: [CH3:28][C:29]#[N:30].[ClH:1].[NH2:2][c:3]1[n:4][c:5]2[c:6]([n:7]1-[c:8]1[cH:9][cH:10][c:11]([NH2:14])[cH:12][cH:13]1)[cH:15][cH:16][cH:17][cH:18]2.[c:19]1([NH:25][C:26]#[N:27])[cH:20][cH:21][cH:22][cH:23][cH:24]1>>[ClH:1].[NH2:2][c:3]1[n:4][c:5]2[c:6]([n:7]1-[c:8]1[cH:9][cH:10][c:11]([NH:14][C:26]([NH:25][c:19]3[cH:20][cH:21][cH:22][cH:23][cH:24]3)=[NH:27])[cH:12][cH:13]1)[cH:15][cH:16][cH:17][cH:18]2.